Task: describe an organic reaction: reactants, conditions, products, and yield. Dataset: the Open Reaction Database (ORD), a public repository of structured organic reaction records The reactants are Cl (HCl), ClC(COC(C(CC1=CC=C(C=C1)C(O[SiH2]C(C)(C)C)(C)C)SCCC1=CC=C(C=C1)F)=O)(Cl)Cl (3-[4-(tert-butyl-dimethyl-silanyloxymethyl)-phenyl]-2-[2-(4-fluoro-phenyl)-ethylsulfanyl]-propionic acid 2,2,2-trichloro-ethyl ester), B(F)(F)F (BF3), CCOCC (Et2O). Solvent: O (H2O), C(C)#N (acetonitrile). Reaction conditions: time 30 minute. Yields the product ClC(COC(C(CC1=CC=C(C=C1)CO)SCCC1=CC=C(C=C1)F)=O)(Cl)Cl (2-[2-(4-Fluoro-phenyl)-ethylsulfanyl]-3-(4-hydroxymethyl-phenyl)-propionic acid 2,2,2 trichloro-ethyl ester). RXN SMILES: [Cl:1][C:2]([Cl:35])([Cl:34])[CH2:3][O:4][C:5](=[O:33])[CH:6]([S:23][CH2:24][CH2:25][C:26]1[CH:31]=[CH:30][C:29]([F:32])=[CH:28][CH:27]=1)[CH2:7][C:8]1[CH:13]=[CH:12][C:11]([C:14](C)(C)[O:15][SiH2]C(C)(C)C)=[CH:10][CH:9]=1.B(F)(F)F.CCOCC.Cl>C(#N)C.O>[Cl:34][C:2]([Cl:1])([Cl:35])[CH2:3][O:4][C:5](=[O:33])[CH:6]([S:23][CH2:24][CH2:25][C:26]1[CH:27]=[CH:28][C:29]([F:32])=[CH:30][CH:31]=1)[CH2:7][C:8]1[CH:9]=[CH:10][C:11]([CH2:14][OH:15])=[CH:12][CH:13]=1. Procedure details: To a solution of 3-[4-(tert-butyl-dimethyl-silanyloxymethyl)-phenyl]-2-[2-(4-fluoro-phenyl)-ethylsulfanyl]-propionic acid 2,2,2-trichloro-ethyl ester (5.47 g, 9.43 mmol) in anhydrous acetonitrile (200 mL) was dropwise added BF3×Et2O (1.10 mL, 9.43 mmol) at 0° C. The mixture was stirred for 30 min. 2N aq. HCl (50 mL) and H2O (100 mL) were added and the mixture was extracted with DCM. The combined organic layers were dried (MgSO4) and evaporated to give the crude product which was purified by flas...